Dataset: the Open Reaction Database (ORD), a public repository of structured organic reaction records. Task: describe an organic reaction: reactants, conditions, products, and yield Reactants: O=N[O-], Nc1ccc2ncsc2c1, [Na+], [Na+], [OH-], O, O=S(=O)(O)O. The product is Oc1ccc2ncsc2c1. Reaction SMILES: [N:11](=[O:12])[O-:13].[NH2:1][c:2]1[cH:3][c:4]2[c:5]([n:6][cH:7][s:8]2)[cH:9][cH:10]1.[Na+:14].[Na+:16].[OH-:15].[OH2:17].[S:18](=[O:19])(=[O:20])([OH:21])[OH:22]>>[c:2]1([OH:12])[cH:3][c:4]2[c:5]([n:6][cH:7][s:8]2)[cH:9][cH:10]1.